Dataset: the Open Reaction Database (ORD), a public repository of structured organic reaction records. Task: describe an organic reaction: reactants, conditions, products, and yield Reaction SMILES: [CH3:1][O:2][C:3](=[O:20])[C:4]1[CH:9]=[CH:8][C:7]([C:10]#[N:11])=[C:6](OS(C(F)(F)F)(=O)=O)[CH:5]=1.O.[CH3:22][N:23](C=O)C>[C-]#N.[C-]#N.[Zn+2].C1C=CC([P]([Pd]([P](C2C=CC=CC=2)(C2C=CC=CC=2)C2C=CC=CC=2)([P](C2C=CC=CC=2)(C2C=CC=CC=2)C2C=CC=CC=2)[P](C2C=CC=CC=2)(C2C=CC=CC=2)C2C=CC=CC=2)(C2C=CC=CC=2)C2C=CC=CC=2)=CC=1>[CH3:1][O:2][C:3](=[O:20])[C:4]1[CH:9]=[CH:8][C:7]([C:10]#[N:11])=[C:6]([C:22]#[N:23])[CH:5]=1 |f:3.4.5,^1:35,37,56,75|. The reagents and catalysts are [C-]#N.[C-]#N.[Zn+2] (Zn(CN)2), C=1C=CC(=CC1)[P](C=2C=CC=CC2)(C=3C=CC=CC3)[Pd]([P](C=4C=CC=CC4)(C=5C=CC=CC5)C=6C=CC=CC6)([P](C=7C=CC=CC7)(C=8C=CC=CC8)C=9C=CC=CC9)[P](C=1C=CC=CC1)(C=1C=CC=CC1)C=1C=CC=CC1 (Pd(PPh3)4). Conditions: temperature 100 celsius. Product: COC(C1=CC(=C(C=C1)C#N)C#N)=O (3,4-Dicyano-benzoic acid methyl ester). Starting materials: COC(C1=CC(=C(C=C1)C#N)OS(=O)(=O)C(F)(F)F)=O (4-Cyano-3-(trifluoromethanesulfonyloxy)-benzoic acid methyl ester), CN(C)C=O (DMF), O (water). Reported procedure: 4-Cyano-3-(trifluoromethanesulfonyloxy)-benzoic acid methyl ester (from L-819,063 step 1, 4.92 g, 16 mmol) was dissolved in DMF (22.9 ml) and treated with Zn(CN)2 (1.3 g, 11.2 mmol). The reaction mixture was degassed by bubbling in argon for 1 hr. Pd(PPh3)4 (924 mg, 0.8 mmol) was then added and the reaction was heated to 100° C. for 15 hours. The reaction mixture was poured into water (20 mL) and extracted with EtOAc (2×20 mL). The organic layer was washed with water (2×10 mL), 5% HCl (1×10 mL),... The reactants are [Li]CCCC (n-BuLi), olefin, N(=NC(C#N)(C)C)C(C#N)(C)C (azobis(isobutyronitrile)), C1(=CC=CC=C1)S (thiophenol), COC(=O)C12CC(=CC(C(C3=NC(=CC=C31)OC)CC=C)C2=O)C (10-Allyl-9,10-dihydro-2-methoxy-7-methyl-11-oxo-5,9-methanocycloocta[b]pyridine-5(6H)-carboxylic Acid Methyl Ester). The reagents and catalysts are [Br-].C(C)[P+](C1=CC=CC=C1)(C1=CC=CC=C1)C1=CC=CC=C1 (ethyltriphenylphosphonium bromide). Solvent: C1CCOC1 (THF), C1(=CC=CC=C1)C (toluene), C1CCOC1 (THF). Reaction conditions: time 1 hour. The product is C(C=C)C1C\2C=C(CC(C=3C1=NC(=CC3)OC)(/C2=C/C)C(=O)O)C ((11E)-10-Allyl-11-ethylidene-9,10-dihydro-2-methoxy-7-methyl-5,9-methanocycloocta[b]pyridine-5(6H)-carboxylic Acid). Reaction SMILES: [Li][CH2:2][CH2:3]CC.C[O:7][C:8]([C:10]12[C:27](=O)[CH:14]([CH:15]([CH2:24][CH:25]=[CH2:26])[C:16]3[C:21]1=[CH:20][CH:19]=[C:18]([O:22][CH3:23])[N:17]=3)[CH:13]=[C:12]([CH3:29])[CH2:11]2)=[O:9].N(C(C)(C)C#N)=NC(C)(C)C#N.C1(S)C=CC=CC=1>[Br-].C([P+](C1C=CC=CC=1)(C1C=CC=CC=1)C1C=CC=CC=1)C.C1COCC1.C1(C)C=CC=CC=1>[CH2:24]([CH:15]1[C:16]2=[N:17][C:18]([O:22][CH3:23])=[CH:19][CH:20]=[C:21]2[C:10]2([C:8]([OH:7])=[O:9])/[C:27](=[CH:2]/[CH3:3])/[CH:14]1[CH:13]=[C:12]([CH3:29])[CH2:11]2)[CH:25]=[CH2:26] |f:4.5|. Procedure details: To a suspension of ethyltriphenylphosphonium bromide (5.24 g, 14.1 mmol) in dry THF (50 mL), n-BuLi (4.8 mL, 12 mmol, 2.5M in hexane) was added within 10 min. The reaction mixture was stirred at rt for 1 h and then cooled to 0° C. A solution of β-ketoester 6a (981 mg, 3.0 mmol) in dry THF (10 mL) was added dropwise over a period of 15 min. The resulting mixture was allowed to warm to rt and stirred for an additional 3 h. The reaction was quenched with water, the THF was removed by rotary evapora... The reactants are Br, COc1ccc2nc3c4c(C)cccc4c(=O)n(-c4ccc([N+](=O)[O-])cc4)c3n2c1. Product: Br, Cc1cccc2c(=O)n(-c3ccc([N+](=O)[O-])cc3)c3c(nc4ccc(O)cn43)c12. Reaction SMILES: [BrH:31].[CH3:1][O:2][c:3]1[cH:4][cH:5][c:6]2[n:7][c:8]3[c:9]([n:10](-[c:20]4[cH:21][cH:22][c:23]([N+:26](=[O:27])[O-:28])[cH:24][cH:25]4)[c:11](=[O:19])[c:12]4[cH:13][cH:14][cH:15][c:16]([CH3:18])[c:17]34)[n:29]2[cH:30]1>>[BrH:31].[OH:2][c:3]1[cH:4][cH:5][c:6]2[n:7][c:8]3[c:9]([n:10](-[c:20]4[cH:21][cH:22][c:23]([N+:26](=[O:27])[O-:28])[cH:24][cH:25]4)[c:11](=[O:19])[c:12]4[cH:13][cH:14][cH:15][c:16]([CH3:18])[c:17]34)[n:29]2[cH:30]1. The reactants are O=C([O-])O, CCOC(=O)C(C#N)=NO, [Na+], [Na+], [Na+], O, O=S([O-])S(=O)[O-]. Product: CCOC(=O)C(N)C#N. Reaction SMILES: [C:1](=[O:2])([OH:3])[O-:4].[C:6](#[N:7])[C:8]([C:9](=[O:10])[O:11][CH2:12][CH3:13])=[N:14][OH:15].[Na+:22].[Na+:23].[Na+:5].[OH2:24].[S:16]([S:17]([O-:18])=[O:19])([O-:20])=[O:21]>>[C:6](#[N:7])[CH:8]([C:9](=[O:10])[O:11][CH2:12][CH3:13])[NH2:14]. Starting materials: [Al+3], [H-], [H-], [H-], [H-], [Li+], Nc1ccc(C(=O)O)nn1, C1CCOC1. Yields the product Nc1ccc(CO)nn1. Reaction SMILES: [Al+3:12].[H-:11].[H-:14].[H-:15].[H-:16].[Li+:13].[NH2:1][c:2]1[cH:3][cH:4][c:5]([C:8](=[O:9])[OH:10])[n:6][n:7]1.[O:17]1[CH2:18][CH2:19][CH2:20][CH2:21]1>>[NH2:1][c:2]1[cH:3][cH:4][c:5]([CH2:8][OH:9])[n:6][n:7]1. Reactants: C(CCC)C1=C2C(C=C(NC2=CC=C1)C(=O)OCC)=O (ethyl 5-butyl-4-oxo-1,4-dihydroquinoline-2-carboxylate), [OH-].[Na+] (sodium hydroxide). The product is C(CCC)C1=C2C(C=C(NC2=CC=C1)C(=O)O)=O (5-butyl-4-oxo-1,4-dihydroquinoline-2-carboxylic acid). Yield: 89.1%. As a reaction SMILES: [CH2:1]([C:5]1[CH:14]=[CH:13][CH:12]=[C:11]2[C:6]=1[C:7](=[O:20])[CH:8]=[C:9]([C:15]([O:17]CC)=[O:16])[NH:10]2)[CH2:2][CH2:3][CH3:4].[OH-].[Na+]>>[CH2:1]([C:5]1[CH:14]=[CH:13][CH:12]=[C:11]2[C:6]=1[C:7](=[O:20])[CH:8]=[C:9]([C:15]([OH:17])=[O:16])[NH:10]2)[CH2:2][CH2:3][CH3:4] |f:1.2|. Reported procedure: Treatment of ethyl 5-butyl-4-oxo-1,4-dihydroquinoline-2-carboxylate (0.5 g) with sodium hydroxide (0.293 g), as described in Example 1c, gave 5-butyl-4-oxo-1,4-dihydroquinoline-2-carboxylic acid (0.4 g), mp 269°-270° C., δ (360 MHz, DMSO-d6) 0.89 (3H, t, CH3), 1.53 (2H, m, CH2CH3), 1.49 (2H, m, CH2CH2CH2), 3.25 (2H, t, CH2CH2CH2), 6.53 (1H, s, 3-H), 7.03 (1H, dd, 6-H), 7.50 (1H, t, 7-H) and 7.78 (1H, dd, 8-H), (Found: C, 67.55; H, 6.60: N, 5.88%, C14H15NO3. 0.2H2O requires C, 67.56; H, 6.24, N, ... Product: CC#CCOc1cc(-c2ccccc2F)ncn1. RXN SMILES: [CH2:15]([C:16]#[C:17][CH3:18])[OH:19].[CH3:23][N:24]([CH3:25])[CH:26]=[O:27].[Cl:1][c:2]1[n:3][cH:4][n:5][c:6](-[c:8]2[c:9]([F:14])[cH:10][cH:11][cH:12][cH:13]2)[cH:7]1.[H-:20].[Na+:21].[OH2:22]>>[c:2]1([O:19][CH2:15][C:16]#[C:17][CH3:18])[n:3][cH:4][n:5][c:6](-[c:8]2[c:9]([F:14])[cH:10][cH:11][cH:12][cH:13]2)[cH:7]1. The reactants are CC#CCO, CN(C)C=O, Fc1ccccc1-c1cc(Cl)ncn1, [H-], [Na+], O. Reactants: N1=CC=C(C=C1)N1C(=NC=C1)S (1-(4-pyridyl)-2-mercaptoimidazole), C1(C=2C(C(N1C1=C(CCl)C=CC=C1)=O)=CC=CC2)=O (2-phthalimidobenzyl chloride). Product: N1=CC=C(C=C1)N1C(=NC=C1)SCC1=C(C=CC=C1)N1C(C=2C(C1=O)=CC=CC2)=O (1-(4-pyridyl)-2-(2-phthalimidobenzylthio)imidazole). As a reaction SMILES: [N:1]1[CH:6]=[CH:5][C:4]([N:7]2[CH:11]=[CH:10][N:9]=[C:8]2[SH:12])=[CH:3][CH:2]=1.[C:13]1(=[O:31])[N:17]([C:18]2[CH:25]=[CH:24][CH:23]=[CH:22][C:19]=2[CH2:20]Cl)[C:16](=[O:26])[C:15]2=[CH:27][CH:28]=[CH:29][CH:30]=[C:14]12>>[N:1]1[CH:2]=[CH:3][C:4]([N:7]2[CH:11]=[CH:10][N:9]=[C:8]2[S:12][CH2:20][C:19]2[CH:22]=[CH:23][CH:24]=[CH:25][C:18]=2[N:17]2[C:16](=[O:26])[C:15]3=[CH:27][CH:28]=[CH:29][CH:30]=[C:14]3[C:13]2=[O:31])=[CH:5][CH:6]=1. Reported procedure: 1-(4-pyridyl)-2-mercaptoimidazole and 2-phthalimidobenzyl chloride are treated in the same manner as described in Example 1-(1) to give 1-(4-pyridyl)-2-(2-phthalimidobenzylthio)imidazole. The reagents and catalysts are [Br-].C(CCC)[P+](CCCC)(CCCC)CCCC (tetrabutyl phosphonium bromide). Product: CC1(OC(CN1C(CO)=O)C)C (2,2,5-Trimethyl-3-Hydroxyacetyl-1,3-Oxazolidine). Reported procedure: Thirty-eight and three-tenths g. of 2,2,5-trimethyl-3-chloroacetyl-1,3-oxazolidine, 15.6 g. of sodium formate, 24.4 g. sodium carbonate and 1 g. of tetrabutyl phosphonium bromide were combined in 100 ml. of water and allowed to stir for four days. The mixture was heated to reflux for two hours, cooled and extracted with 50 ml. of methylene chloride. The inorganic salts were filtered off and the aqueous phase extracted three times with 25 ml. portions of methylene chloride. The combined methylene... Reactants: CC1(OC(CN1C(CCl)=O)C)C (2,2,5-trimethyl-3-chloroacetyl-1,3-oxazolidine), C(=O)[O-].[Na+] (sodium formate), C([O-])([O-])=O.[Na+].[Na+] (sodium carbonate). Run at time 4 day. As a reaction SMILES: [CH3:1][C:2]1([CH3:12])[N:6]([C:7](=[O:10])[CH2:8]Cl)[CH2:5][CH:4]([CH3:11])[O:3]1.C([O-])=[O:14].[Na+].C(=O)([O-])[O-].[Na+].[Na+]>[Br-].C([P+](CCCC)(CCCC)CCCC)CCC.O>[CH3:1][C:2]1([CH3:12])[N:6]([C:7](=[O:10])[CH2:8][OH:14])[CH2:5][CH:4]([CH3:11])[O:3]1 |f:1.2,3.4.5,6.7|. Run in O (water).